Dataset: the Open Reaction Database (ORD), a public repository of structured organic reaction records. Task: describe an organic reaction: reactants, conditions, products, and yield The reactants are ClC1=NC=C(C=C1)CCl (2-chloro-5-chloromethylpyridine), C(#N)NC1=NC=CC=N1 (2-cyanaminopyrimidine), C([O-])([O-])=O.[K+].[K+] (potassium carbonate). Run in C(C)#N (acetonitrile). Product: ClC1=NC=C(C=C1)CN1C(N=CC=C1)=NC#N (1-(2-chloro-5-pyridylmethyl)-2-cyanoimino-1,2-dihydropyrimidine). The yield is 38.1%. Reaction SMILES: [Cl:1][C:2]1[CH:7]=[CH:6][C:5]([CH2:8]Cl)=[CH:4][N:3]=1.[C:10]([NH:12][C:13]1[N:18]=[CH:17][CH:16]=[CH:15][N:14]=1)#[N:11].C(=O)([O-])[O-].[K+].[K+]>C(#N)C>[Cl:1][C:2]1[CH:7]=[CH:6][C:5]([CH2:8][N:18]2[CH:17]=[CH:16][CH:15]=[N:14][C:13]2=[N:12][C:10]#[N:11])=[CH:4][N:3]=1 |f:2.3.4|. Procedure details: A mixture of 2-chloro-5-chloromethylpyridine (3.24 g), 2-cyanaminopyrimidine(2.4 g), anhydrous potassium carbonate (3.04 g) and acetonitrile (100 ml) was refluxed for 5 hours under stirring. About 50 ml of the acetonitrile were evaporated under reduced pressure, and the residue was poured into ice water. The precipitated crystals were collected by filtration, and recrystallized from ethanol to give 1-(2-chloro-5-pyridylmethyl)-2-cyanoimino-1,2-dihydropyrimidine (1.87 g) as colorless crystals. mp... The reactants are COC1=CC=C(CC=2OC3=C(C2C)C(=C(C=C3)O)CCC)C=C1 (2-(4-methoxybenzyl)-3-methyl-4-propyl-5-hydroxybenzofuran), C(CC(O)(C(=O)O)CC(=O)O)(=O)O (citric acid), C(C)S (ethanethiol), [H-].[Na+] (sodium hydride). Solvent: CN(C=O)C (dimethylformamide), CN(C=O)C (dimethylformamide). Reaction conditions: time 15 minute. Product: OC1=CC=C(CC=2OC3=C(C2C)C(=C(C=C3)O)CCC)C=C1 (2-(4-hydroxybenzyl)-3-methyl-4-propyl-5-hydroxybenzofuran). Reaction SMILES: C(S)C.[H-].[Na+].C[O:7][C:8]1[CH:28]=[CH:27][C:11]([CH2:12][C:13]2[O:14][C:15]3[CH:22]=[CH:21][C:20]([OH:23])=[C:19]([CH2:24][CH2:25][CH3:26])[C:16]=3[C:17]=2[CH3:18])=[CH:10][CH:9]=1.C(O)(=O)CC(CC(O)=O)(C(O)=O)O>CN(C)C=O>[OH:7][C:8]1[CH:9]=[CH:10][C:11]([CH2:12][C:13]2[O:14][C:15]3[CH:22]=[CH:21][C:20]([OH:23])=[C:19]([CH2:24][CH2:25][CH3:26])[C:16]=3[C:17]=2[CH3:18])=[CH:27][CH:28]=1 |f:1.2|. Procedure details: Under nitrogen, ethanethiol (3.1 gm; 50 mmoles) was added dropwise over 5 minutes to a mixture of 99% sodium hydride (1.2 gm; 50 mmoles) in dimethylformamide (100 mL). After stirring for 15 minutes, a solution of 2-(4-methoxybenzyl)-3-methyl-4-propyl-5-hydroxybenzofuran (2.1 gm; 6.7 mmoles) in dimethylformamide (DMF) (25 mL) was added in one portion. The mixture was refluxed for 1.5 hours, cooled, acidified with 20% citric acid and extracted with ether. The ether solution was washed with water, ... Reactants: CS(=O)(=O)Cl, ClCCl, Cc1cc(N)ccc1I, c1ccncc1. Product: Cc1cc(NS(C)(=O)=O)ccc1I. RXN SMILES: [CH3:16][S:17]([Cl:18])(=[O:19])=[O:20].[Cl:21][CH2:22][Cl:23].[I:1][c:2]1[c:3]([CH3:9])[cH:4][c:5]([NH2:6])[cH:7][cH:8]1.[cH:10]1[cH:11][cH:12][n:13][cH:14][cH:15]1>>[I:1][c:2]1[c:3]([CH3:9])[cH:4][c:5]([NH:6][S:17]([CH3:16])(=[O:19])=[O:20])[cH:7][cH:8]1. The reactants are C1(=CC=CC=C1)CC(=O)NC1[C@@H]2N(C(=C(CS2)COC(CC(C)=O)=O)C(=O)O)C1=O (7-phenylacetamido-3-(3-oxobutyryloxy)methyl-3-cephem-4-carboxylic acid), SC1=NN=NN1C (5-mercapto-1-methyl-1H-tetrazole), C([O-])(O)=O.[Na+] (sodium bicarbonate). Run in O (water). The product is C1(=CC=CC=C1)CC(=O)NC1[C@@H]2N(C(=C(CS2)CSC2=NN=NN2C)C(=O)O)C1=O (7-phenylacetamido-3-(1-methyl-1H-tetrazol-5-yl)thiomethyl-3-cephem-4-carboxylic acid). The yield is 96.2%. Reaction SMILES: [C:1]1([CH2:7][C:8]([NH:10][CH:11]2[C:29](=[O:30])[N:13]3[C:14]([C:26]([OH:28])=[O:27])=[C:15]([CH2:18]OC(=O)CC(=O)C)[CH2:16][S:17][C@H:12]23)=[O:9])[CH:6]=[CH:5][CH:4]=[CH:3][CH:2]=1.[SH:31][C:32]1[N:36]([CH3:37])[N:35]=[N:34][N:33]=1.C(=O)(O)[O-].[Na+]>O>[C:1]1([CH2:7][C:8]([NH:10][CH:11]2[C:29](=[O:30])[N:13]3[C:14]([C:26]([OH:28])=[O:27])=[C:15]([CH2:18][S:31][C:32]4[N:36]([CH3:37])[N:35]=[N:34][N:33]=4)[CH2:16][S:17][C@H:12]23)=[O:9])[CH:6]=[CH:5][CH:4]=[CH:3][CH:2]=1 |f:2.3|. Procedure details: In 50 ml of water was dissolved 4.32 g of 7-phenylacetamido-3-(3-oxobutyryloxy)methyl-3-cephem-4-carboxylic acid, together with 1.50 g of 5-mercapto-1-methyl-1H-tetrazole and 1.68 g of sodium bicarbonate and the reaction was conducted at 60° C. for 50 minutes. After cooling, the reaction mixture was adjusted to pH 5.0 and washed with ethyl acetate. It was then brought down to pH 2.0 and extracted three times with ethyl acetate. The ethyl acetate solution was washed with a saturated aqueous solut... Starting materials: [I-].C[N+]1=NN(C=C1CCC)C1=CC=NC=C1 (3-methyl-4-propyl-1-(pyridin-4-yl)-1H-1,2,3-triazol-3-ium iodide), FC(S(=O)(=O)[N-]S(=O)(=O)C(F)(F)F)(F)F.[Li+] (lithium bis((trifluoromethyl)sulfonyl)amide). Run in C(C)#N (acetonitrile). Conditions: time 8 hour. The product is FC(S(=O)(=O)[N-]S(=O)(=O)C(F)(F)F)(F)F.C[N+]1=NN(C=C1CCC)C1=CC=NC=C1 (3-methyl-4-propyl-1-(pyridin-4-yl)-1H-1,2,3-triazol-3-ium bis((trifluoromethyl)sulfonyl)amide). Reaction SMILES: [I-].[CH3:2][N+:3]1[C:7]([CH2:8][CH2:9][CH3:10])=[CH:6][N:5]([C:11]2[CH:16]=[CH:15][N:14]=[CH:13][CH:12]=2)[N:4]=1.[F:17][C:18]([F:31])([F:30])[S:19]([N-:22][S:23]([C:26]([F:29])([F:28])[F:27])(=[O:25])=[O:24])(=[O:21])=[O:20].[Li+]>C(#N)C>[F:29][C:26]([F:27])([F:28])[S:23]([N-:22][S:19]([C:18]([F:17])([F:30])[F:31])(=[O:20])=[O:21])(=[O:24])=[O:25].[CH3:2][N+:3]1[C:7]([CH2:8][CH2:9][CH3:10])=[CH:6][N:5]([C:11]2[CH:12]=[CH:13][N:14]=[CH:15][CH:16]=2)[N:4]=1 |f:0.1,2.3,5.6|. Procedure details: 3-methyl-4-propyl-1-(pyridin-4-yl)-1H-1,2,3-triazol-3-ium iodide and lithium bis((trifluoromethyl)sulfonyl)amide were mixed in acetonitrile and stirred overnight. The acetonitrile was removed under vacuum and water and DCM added. The organic layer was washed three times with water and brine and dried in vacuum at 110° C. for 48 hours, yielding 3-methyl-4-propyl-1-(pyridin-4-yl)-1H-1,2,3-triazol-3-ium bis((trifluoromethyl)sulfonyl)amide.